The task is: describe an organic reaction: reactants, conditions, products, and yield. This data is from the Open Reaction Database (ORD), a public repository of structured organic reaction records. Reactants: FC1=CC2=C(C(=NO2)C2=CC=C(C=C2)OC[C@@H]2OC2)C=C1 ((R)-6-fluoro-3-(4-oxiranylmethoxy-phenyl)-benzo[d]isoxazole), C(#N)C1=C(C=CC=C1)N1CCNCC1 (1-(2-cyanophenyl)piperazine). Solvent: CN(C=O)C (dimethylformamide), C(C)O (ethanol). Product: FC1=CC2=C(C(=NO2)C2=CC=C(OC[C@@H](CN3CCN(CC3)C3=C(C#N)C=CC=C3)O)C=C2)C=C1 ((R)-2-(4-{3-[4-(6-fluoro-benzo[d]isoxazol-3-yl)-phenoxy]-2-hydroxy-propyl}-piperazin-1-yl)-benzonitrile). As a reaction SMILES: [F:1][C:2]1[CH:21]=[CH:20][C:5]2[C:6]([C:9]3[CH:14]=[CH:13][C:12]([O:15][CH2:16][C@H:17]4[CH2:19][O:18]4)=[CH:11][CH:10]=3)=[N:7][O:8][C:4]=2[CH:3]=1.[C:22]([C:24]1[CH:29]=[CH:28][CH:27]=[CH:26][C:25]=1[N:30]1[CH2:35][CH2:34][NH:33][CH2:32][CH2:31]1)#[N:23]>CN(C)C=O.C(O)C>[F:1][C:2]1[CH:21]=[CH:20][C:5]2[C:6]([C:9]3[CH:14]=[CH:13][C:12]([O:15][CH2:16][C@H:17]([OH:18])[CH2:19][N:33]4[CH2:32][CH2:31][N:30]([C:25]5[CH:26]=[CH:27][CH:28]=[CH:29][C:24]=5[C:22]#[N:23])[CH2:35][CH2:34]4)=[CH:11][CH:10]=3)=[N:7][O:8][C:4]=2[CH:3]=1. Procedure: The title compound is prepared from a mixture of (R)-6-fluoro-3-(4-oxiranylmethoxy-phenyl)-benzo[d]isoxazole in dimethylformamide and 1-(2-cyanophenyl)piperazine in ethanol essentially as described above in Example 21. Purity by LC/MS=100%, [M+H]+=473. Starting materials: BrC=1SC=CC1C (2-bromo-3-methylthiophene), CN(C)C=O (DMF), C(C)NCC (diethylamine), [Li]CCCC (n-BuLi). Solvent: C1CCOC1 (THF), C1CCOC1 (THF), CCCCCC (hexane). Run at temperature -40 celsius, time 30 minute. Yields the product BrC1=C(C=C(S1)C=O)C (5-Bromo-4-methyl-2-thiophene carboxaldehyde), solid. The yield is 88.3%. As a reaction SMILES: C(NCC)C.[Li]CCCC.[Br:11][C:12]1[S:13][CH:14]=[CH:15][C:16]=1[CH3:17].CN([CH:21]=[O:22])C>C1COCC1.CCCCCC>[Br:11][C:12]1[S:13][C:14]([CH:21]=[O:22])=[CH:15][C:16]=1[CH3:17]. Procedure: To a solution of diethylamine (28 g, 0.383 mol) in anhydrous THF (400 mL) was added at −40° C. under nitrogen a solution of n-BuLi (2.5 M, 153 mL, 0.383 mol) in hexane. After addition, the solution was stirred at −40° C. under nitrogen for 30 minutes, cooled to −78° C. and treated dropwise with a solution of 2-bromo-3-methylthiophene (45 g, 0.254 mol) in anhydrous THF (450 mL). The reaction solution was stirred at −78° C. for 30 minutes and treated with anhydrous DMF (100 mL). The mixture was al... Starting materials: C1CCOC1, CO, COC(=O)Cc1c(C)n(Cc2ccc(S(C)(=O)=O)cc2C(F)(F)F)c2nc(Cl)ccc12, [Na+], [OH-]. Yields the product Cc1c(CC(=O)O)c2ccc(Cl)nc2n1Cc1ccc(S(C)(=O)=O)cc1C(F)(F)F. RXN SMILES: [CH2:34]1[O:35][CH2:36][CH2:37][CH2:38]1.[CH3:39][OH:40].[CH3:3][O:4][C:5]([CH2:6][c:7]1[c:8]([CH3:32])[n:9]([CH2:17][c:18]2[c:19]([C:28]([F:29])([F:30])[F:31])[cH:20][c:21]([S:24](=[O:25])(=[O:26])[CH3:27])[cH:22][cH:23]2)[c:10]2[n:11][c:12]([Cl:16])[cH:13][cH:14][c:15]12)=[O:33].[Na+:2].[OH-:1]>>[O:4]=[C:5]([CH2:6][c:7]1[c:8]([CH3:32])[n:9]([CH2:17][c:18]2[c:19]([C:28]([F:29])([F:30])[F:31])[cH:20][c:21]([S:24](=[O:25])(=[O:26])[CH3:27])[cH:22][cH:23]2)[c:10]2[n:11][c:12]([Cl:16])[cH:13][cH:14][c:15]12)[OH:33]. The reactants are COC([C@@H](N)CC1=CC=C(C=C1)OCC1=CC=CC=C1)=O (O-benzyl tyrosine methyl ester), N(=O)OCCC(C)C (isoamyl nitrite), C(C)(=O)O (acetic acid). Run in C(Cl)(Cl)Cl (chloroform). The product is COC(C(CC1=CC=C(C=C1)OCC1=CC=CC=C1)=[N+]=[N-])=O (3-(4-benzyloxyphenyl)-2-diazo propionic acid methyl ester). RXN SMILES: [CH3:1][O:2][C:3](=[O:21])[C@H:4]([CH2:6][C:7]1[CH:12]=[CH:11][C:10]([O:13][CH2:14][C:15]2[CH:20]=[CH:19][CH:18]=[CH:17][CH:16]=2)=[CH:9][CH:8]=1)[NH2:5].[N:22](OCCC(C)C)=O.C(O)(=O)C>C(Cl)(Cl)Cl>[CH3:1][O:2][C:3](=[O:21])[C:4](=[N+:5]=[N-:22])[CH2:6][C:7]1[CH:12]=[CH:11][C:10]([O:13][CH2:14][C:15]2[CH:16]=[CH:17][CH:18]=[CH:19][CH:20]=2)=[CH:9][CH:8]=1. Reported procedure: A solution of 2.5 g (8.77 mmol) O-benzyl tyrosine methyl ester, 1.03 g (8.77 mmol) isoamyl nitrite, and 1.57 g (26.2 mmol) glacial acetic acid in chloroform (65 mL) was stirred and refluxed 15 min and then cooled to RT. The solution was concentrated to an oily residue, dissolved in EtOAc (100 mL), and washed with 5% NaHCO3. The organics were then dried (MgSO4), filtered, and concentrated to an oily residue which was chromatographed on silica gel using Hexane/EtOAc (1:1) to yield the title compou... Starting materials: ClC1=C(C=C(C=C1)[C@@H]1O[C@@H]([C@H]([C@@H]([C@H]1OCC1=CC=CC=C1)OCC1=CC=CC=C1)OCC1=CC=CC=C1)COCC1=CC=CC=C1)CC#N (2-(2-Chloro-5-((2S,3S,4R,5R,6R)-3,4,5-tris(benzyloxy)-6-(benzyloxymethyl)-tetrahydro-2H-pyran-2-yl)phenyl)acetonitrile), BrCCBr (1,2-dibromethane), [OH-].[Na+] (NaOH). The reagents and catalysts are [Br-].C(CCC)[N+](CCCC)(CCCC)CCCC (tetrabutylammonium bromide). Solvent: C1(=CC=CC=C1)C (toluene). Conditions: time 15 hour. The product is ClC1=C(C=C(C=C1)[C@@H]1O[C@@H]([C@H]([C@@H]([C@H]1OCC1=CC=CC=C1)OCC1=CC=CC=C1)OCC1=CC=CC=C1)COCC1=CC=CC=C1)C1(CC1)C#N (1-(2-chloro-5-((2S,3S,4R,5R,6R)-3,4,5-tris(benzyloxy)-6-(benzyloxymethyl)-tetrahydro-2H-pyran-2-yl)phenyl)cyclopropanecarbonitrile). Isolated yield 72.2%. As a reaction SMILES: [Cl:1][C:2]1[CH:7]=[CH:6][C:5]([C@H:8]2[C@H:13]([O:14][CH2:15][C:16]3[CH:21]=[CH:20][CH:19]=[CH:18][CH:17]=3)[C@@H:12]([O:22][CH2:23][C:24]3[CH:29]=[CH:28][CH:27]=[CH:26][CH:25]=3)[C@H:11]([O:30][CH2:31][C:32]3[CH:37]=[CH:36][CH:35]=[CH:34][CH:33]=3)[C@@H:10]([CH2:38][O:39][CH2:40][C:41]3[CH:46]=[CH:45][CH:44]=[CH:43][CH:42]=3)[O:9]2)=[CH:4][C:3]=1[CH2:47][C:48]#[N:49].Br[CH2:51][CH2:52]Br.[OH-].[Na+]>C1(C)C=CC=CC=1.[Br-].C([N+](CCCC)(CCCC)CCCC)CCC>[Cl:1][C:2]1[CH:7]=[CH:6][C:5]([C@H:8]2[C@H:13]([O:14][CH2:15][C:16]3[CH:17]=[CH:18][CH:19]=[CH:20][CH:21]=3)[C@@H:12]([O:22][CH2:23][C:24]3[CH:29]=[CH:28][CH:27]=[CH:26][CH:25]=3)[C@H:11]([O:30][CH2:31][C:32]3[CH:33]=[CH:34][CH:35]=[CH:36][CH:37]=3)[C@@H:10]([CH2:38][O:39][CH2:40][C:41]3[CH:42]=[CH:43][CH:44]=[CH:45][CH:46]=3)[O:9]2)=[CH:4][C:3]=1[C:47]1([C:48]#[N:49])[CH2:52][CH2:51]1 |f:2.3,5.6|. Procedure: To a solution of β-39 (4.0 g, 5.93 mmol) in toluene (40 mL) were added 1,2-dibromethane (0.8 mL, 8.90 mmol), tetrabutylammonium bromide (0.4 g, 1.19 mmol) and aq. 50% NaOH solution (40 mL). The mixture was stirred at room temperature for 15 h. After dilution with water, the mixture was extracted with EtOAc. The organic layer was dried over anhydrous MgSO4, filtered and concentrated in vacuo. The residue was purified by silica column chromatography to provide the titled compound 42 (3.0 g, 71%). Reaction SMILES: [Br:1][C:2]1[CH:3]=[N:4][C:5]2[N:6]([N:8]=[C:9]([C:11]([OH:13])=O)[CH:10]=2)[CH:7]=1.[CH3:14][CH:15]1[CH2:24][C:23]2[C:18](=[CH:19][CH:20]=[CH:21][CH:22]=2)[CH2:17][NH:16]1>>[Br:1][C:2]1[CH:3]=[N:4][C:5]2[N:6]([N:8]=[C:9]([C:11]([N:16]3[C@@H:15]([CH3:14])[CH2:24][C:23]4[C:18](=[CH:19][CH:20]=[CH:21][CH:22]=4)[CH2:17]3)=[O:13])[CH:10]=2)[CH:7]=1. Starting materials: BrC=1C=NC=2N(C1)N=C(C2)C(=O)O (6-bromo-pyrazolo[1,5-a]pyrimidine-2-carboxylic acid), CC1NCC2=CC=CC=C2C1 (3-Methyl-1,2,3,4-tetrahydro-isoquinoline). Yields the product BrC=1C=NC=2N(C1)N=C(C2)C(=O)N2CC1=CC=CC=C1C[C@@H]2C ((6-Bromo-pyrazolo[1,5-a]pyrimidin-2-yl)-((S)-3-methyl-3,4-dihydro-1H-isoquinolin-2-yl)-methanone). Reported procedure: In close analogy to the procedure described in Example 1, 6-bromo-pyrazolo[1,5-a]pyrimidine-2-carboxylic acid is reacted with 3-Methyl-1,2,3,4-tetrahydro-isoquinoline to provide the title compound in moderate yield. The reactants are C(C)(C)(CC)O (tert-amyl alcohol), N1=CC=CC=C1 (pyridine), ClC(=O)OC1=CC=C(C=C1)SC (p-methylthiophenyl chloroformate). Run in ClCCl (dichloromethane), ClCCl (dichloromethane). Conditions: time 2 hour. Product: C(OC(C)(C)CC)(OC1=CC=C(C=C1)SC)=O (tert-amyl p-methylthiophenyl carbonate), material. Isolated yield 100.0%. RXN SMILES: Cl[C:2]([O:4][C:5]1[CH:10]=[CH:9][C:8]([S:11][CH3:12])=[CH:7][CH:6]=1)=[O:3].[C:13]([OH:18])([CH2:16][CH3:17])([CH3:15])[CH3:14].N1C=CC=CC=1>ClCCl>[C:2](=[O:3])([O:4][C:5]1[CH:10]=[CH:9][C:8]([S:11][CH3:12])=[CH:7][CH:6]=1)[O:18][C:13]([CH2:16][CH3:17])([CH3:15])[CH3:14]. Procedure details: One hundred ml of dichloromethane and 20.27 g (0.1 mol) of p-methylthiophenyl chloroformate prepared in the same manner as in Example 1 were placed in a flask, and 50 ml of a dichloromethane solution containing 8.15 g (0.1 mol) of tert-amyl alcohol and 8.70 g (0.11 mol) of pyridine was dropped thereto at room temperature. The resulting mixture was then stirred for two hours. The reaction solution was washed with water to remove pyridine hydrochlorate, and the organic layer was concentrated under...